From a dataset of the Open Reaction Database (ORD), a public repository of structured organic reaction records. describe an organic reaction: reactants, conditions, products, and yield The reactants are CCCCCCC(C)=O, CC(=O)O, CC(Cl)Cl, Nc1ccc(I)cc1. Yields the product CCCCCCC(C)Nc1ccc(I)cc1. As a reaction SMILES: [CH3:13][C:14]([CH2:15][CH2:16][CH2:17][CH2:18][CH2:19][CH3:20])=[O:21].[CH3:22][C:23](=[O:24])[OH:25].[Cl:9][CH:10]([Cl:11])[CH3:12].[I:1][c:2]1[cH:3][cH:4][c:5]([NH2:6])[cH:7][cH:8]1>>[I:1][c:2]1[cH:3][cH:4][c:5]([NH:6][CH:14]([CH3:13])[CH2:15][CH2:16][CH2:17][CH2:18][CH2:19][CH3:20])[cH:7][cH:8]1. The reactants are [H-].[H-].[H-].[H-].[Li+].[Al+3] (LAH), C(C1=CC=CC=C1)(=O)N1CC2=C(CC1)SC(=C2)C(=O)OCC (ethyl 5-benzoyl-4,5,6,7-tetrahydrothieno[3,2-c]pyridine-2-carboxylate). Run in C1CCOC1 (THF). Yields the product C(C1=CC=CC=C1)N1CC2=C(CC1)SC(=C2)CO ((5-benzyl-4,5,6,7-tetrahydrothieno[3,2-c]pyridin-2-yl)methanol). RXN SMILES: [H-].[H-].[H-].[H-].[Li+].[Al+3].[C:7]([N:15]1[CH2:20][CH2:19][C:18]2[S:21][C:22]([C:24](OCC)=[O:25])=[CH:23][C:17]=2[CH2:16]1)(=O)[C:8]1[CH:13]=[CH:12][CH:11]=[CH:10][CH:9]=1>C1COCC1>[CH2:7]([N:15]1[CH2:20][CH2:19][C:18]2[S:21][C:22]([CH2:24][OH:25])=[CH:23][C:17]=2[CH2:16]1)[C:8]1[CH:9]=[CH:10][CH:11]=[CH:12][CH:13]=1 |f:0.1.2.3.4.5|. Reported procedure: To stirred suspension of LAH (2.0 gms) a solution of ethyl 5-benzoyl-4,5,6,7-tetrahydrothieno[3,2-c]pyridine-2-carboxylate (6.0 g, 19 mmol) in THF was added slowly at 0° C. After addition reaction mixture was stirred for 30 minutes and quenched with saturated NH4Cl. It was diluted with CHCl3 and filtered. The filtrate was washed with saturated brine solution and dried over anhydrous MgSO4. It was filtered and taken to next step with out purifications. Yield: 4.5 g 91%. Yellow liquid. Reactants: compound, OC1=CC=C(C=C1)C=1C(=CC=CC1)C#N (4'-hydroxy-[1,1'-biphenyl]-2-carbonitrile), ClCC(C)=O (chloroacetone), C([O-])([O-])=O.[K+].[K+] (potassium carbonate). The reagents and catalysts are [I-].[K+] (potassium iodide). The solvent is CC(=O)C (acetone). Run at temperature 60 celsius. The product is O=C(COC1=CC=C(C=C1)C=1C(=CC=CC1)C#N)C (4'-(2-Oxopropoxy)[1,1'-biphenyl]-2-carbonitrile). The yield is 116.5%. Reaction SMILES: [OH:1][C:2]1[CH:7]=[CH:6][C:5]([C:8]2[C:9]([C:14]#[N:15])=[CH:10][CH:11]=[CH:12][CH:13]=2)=[CH:4][CH:3]=1.Cl[CH2:17][C:18](=[O:20])[CH3:19].C(=O)([O-])[O-].[K+].[K+]>CC(C)=O.[I-].[K+]>[O:20]=[C:18]([CH3:19])[CH2:17][O:1][C:2]1[CH:3]=[CH:4][C:5]([C:8]2[C:9]([C:14]#[N:15])=[CH:10][CH:11]=[CH:12][CH:13]=2)=[CH:6][CH:7]=1 |f:2.3.4,6.7|. Reported procedure: The title B compound of Example 1, 4'-hydroxy-[1,1'-biphenyl]-2-carbonitrile (3.00 g, 15.4 mmol) was dissolved in acetone (8 mL) and chloroacetone (1.59 mL, 20.0 mmol), freshly ground potassium carbonate (2.12 g, 15.4 mmol) and potassium iodide (128 mg, 0.77 mmol) were added. The mixture was heated to 60° C. for 15 hours then partitioned between hydrochloric acid (1.0 M) and ethyl acetate. The aqueous phase was extracted with ethyl acetate and the combined organic extracts dried over magnesium s... Reactants: FC(C(=O)OC)=CC(C)(C1=CC=C(C=C1)OC(F)(F)F)C (methyl 2-fluoro-4-methyl-4-(4-trifluoromethoxyphenyl)pent-2-enoate), [H-].[Al+3].[Li+].[H-].[H-].[H-] (lithium aluminium hydride). Run in C(C)OCC (diethyl ether). Product: FC(CO)=CC(C)(C1=CC=C(C=C1)OC(F)(F)F)C (2-fluoro-4-methyl4-(4-trifluoromethoxyphenyl)pent-2-enol). Isolated yield 92.7%. RXN SMILES: [F:1][C:2](=[CH:7][C:8]([CH3:21])([C:10]1[CH:15]=[CH:14][C:13]([O:16][C:17]([F:20])([F:19])[F:18])=[CH:12][CH:11]=1)[CH3:9])[C:3](OC)=[O:4].[H-].[Al+3].[Li+].[H-].[H-].[H-]>C(OCC)C>[F:1][C:2](=[CH:7][C:8]([CH3:21])([C:10]1[CH:15]=[CH:14][C:13]([O:16][C:17]([F:18])([F:19])[F:20])=[CH:12][CH:11]=1)[CH3:9])[CH2:3][OH:4] |f:1.2.3.4.5.6|. Reported procedure: The method of Example 6 was repeated using methyl 2-fluoro-4-methyl-4-(4-trifluoromethoxyphenyl)pent-2-enoate (Example 5) (0.19 g), diethyl ether (10 ml) and lithium aluminium hydride (90 mg) to yield the title compound (0.16 g, 93%). Starting materials: COC(C(=C1NCCCC1)C#N)=O (cyano-2-piperidinylidene-ethanoic acid methyl ester), Cl (HCl). Run in [OH-].[Na+] (NaOH). Reaction conditions: temperature 100 celsius. Yields the product N1C(CCCC1)=CC#N (2-piperidinylidene-ethanenitrile). Isolated yield 62.2%. As a reaction SMILES: COC(=O)[C:4]([C:11]#[N:12])=[C:5]1[CH2:10][CH2:9][CH2:8][CH2:7][NH:6]1.Cl>[OH-].[Na+]>[NH:6]1[CH2:7][CH2:8][CH2:9][CH2:10][C:5]1=[CH:4][C:11]#[N:12] |f:2.3|. Procedure details: A suspension of cyano-2-piperidinylidene-ethanoic acid methyl ester (1.4 g, 7.76 mmol) in 25 mL 1M NaOH was heated at 100° C. for 30 mins. The reaction mixture was cooled to 0° C. and acidifed to pH 5-6 by adding conc. HCl, then extracted with 3×50 mL acetate. The organic phases were combined, dried, and concentrated. The crude product was purified on flash column to afford 2-piperidinylidene-ethanenitrile (590 mg, 62%).